Dataset: the Open Reaction Database (ORD), a public repository of structured organic reaction records. Task: describe an organic reaction: reactants, conditions, products, and yield Yields the product Nc1nc2nc(SCc3cccc(F)c3F)nc(NCCOCCO)c2s1. RXN SMILES: [Cl:1][c:2]1[c:3]2[c:4]([n:5][c:6]([S:8][CH2:9][c:10]3[c:11]([F:17])[c:12]([F:16])[cH:13][cH:14][cH:15]3)[n:7]1)[n:18][c:19]([NH2:21])[s:20]2.[NH2:22][CH2:23][CH2:24][O:25][CH2:26][CH2:27][OH:28]>>[c:2]1([NH:22][CH2:23][CH2:24][O:25][CH2:26][CH2:27][OH:28])[c:3]2[c:4]([n:5][c:6]([S:8][CH2:9][c:10]3[c:11]([F:17])[c:12]([F:16])[cH:13][cH:14][cH:15]3)[n:7]1)[n:18][c:19]([NH2:21])[s:20]2. Reactants: Nc1nc2nc(SCc3cccc(F)c3F)nc(Cl)c2s1, NCCOCCO. Reactants: ClC1=CC(=C(C=N1)C1=NN=C(O1)C(=O)N1CCOCC1)NC(C)C ((5-(6-chloro-4-(isopropylamino)pyridin-3-yl)-1,3,4-oxadiazol-2-yl)(morpholino)methanone), NC1=CC2=C(N=CS2)C=C1 (6-amino benzothiazole), CC1(C2=C(C(=CC=C2)P(C3=CC=CC=C3)C4=CC=CC=C4)OC5=C(C=CC=C51)P(C6=CC=CC=C6)C7=CC=CC=C7)C (xanthphos), C(=O)([O-])[O-].[Na+].[Na+] (Na2CO3). Reagents/catalysts: C=1C=CC(=CC1)/C=C/C(=O)/C=C/C2=CC=CC=C2.C=1C=CC(=CC1)/C=C/C(=O)/C=C/C2=CC=CC=C2.C=1C=CC(=CC1)/C=C/C(=O)/C=C/C2=CC=CC=C2.[Pd].[Pd] (Pd2(dba)3). The solvent is O1CCOCC1 (dioxane), O (H2O). Run at temperature 115 celsius. Product: S1C=NC2=C1C=C(C=C2)NC2=CC(=C(C=N2)C2=NN=C(O2)C(=O)N2CCOCC2)NC(C)C ((5-(6-(benzo[d]thiazol-6-ylamino)-4-(isopropylamino)pyridin-3-yl)-1,3,4-oxadiazol-2-yl)(morpholino)methanone). RXN SMILES: Cl[C:2]1[N:7]=[CH:6][C:5]([C:8]2[O:12][C:11]([C:13]([N:15]3[CH2:20][CH2:19][O:18][CH2:17][CH2:16]3)=[O:14])=[N:10][N:9]=2)=[C:4]([NH:21][CH:22]([CH3:24])[CH3:23])[CH:3]=1.[NH2:25][C:26]1[CH:34]=[CH:33][C:29]2[N:30]=[CH:31][S:32][C:28]=2[CH:27]=1.CC1(C)C2C(=C(P(C3C=CC=CC=3)C3C=CC=CC=3)C=CC=2)OC2C(P(C3C=CC=CC=3)C3C=CC=CC=3)=CC=CC1=2.C([O-])([O-])=O.[Na+].[Na+]>O1CCOCC1.C1C=CC(/C=C/C(/C=C/C2C=CC=CC=2)=O)=CC=1.C1C=CC(/C=C/C(/C=C/C2C=CC=CC=2)=O)=CC=1.C1C=CC(/C=C/C(/C=C/C2C=CC=CC=2)=O)=CC=1.[Pd].[Pd].O>[S:32]1[C:28]2[CH:27]=[C:26]([NH:25][C:2]3[N:7]=[CH:6][C:5]([C:8]4[O:12][C:11]([C:13]([N:15]5[CH2:20][CH2:19][O:18][CH2:17][CH2:16]5)=[O:14])=[N:10][N:9]=4)=[C:4]([NH:21][CH:22]([CH3:24])[CH3:23])[CH:3]=3)[CH:34]=[CH:33][C:29]=2[N:30]=[CH:31]1 |f:3.4.5,7.8.9.10.11|. Procedure: To solution of (5-(6-chloro-4-(isopropylamino)pyridin-3-yl)-1,3,4-oxadiazol-2-yl)(morpholino)methanone in dioxane (5 mL): H2O (1 mL), 6-amino benzothiazole (1.2 equiv.), xanthphos (0.5 equiv.) and Na2CO3 (3 equiv.) were added and degassed for 10 min. To the reaction mixture Pd2(dba)3 (0.5 equiv.) was added and degassed again for 10 min. It was then heated at 115° C., overnight. The reaction mass was cooled and filtered through small pad of celite. The filtrate obtained was concentrated to provid... Reactants: C(C1=CC=CC=C1)NCCNCC1=CC=CC=C1 (N,N′-dibenzylethylenediamine), N#CBr (cyanogen bromide). The product is C(C1=CC=CC=C1)N1C(N(CC1)CC1=CC=CC=C1)=N (Dibenzyl-imidazolidin-2-ylideneamine), hydrogen bromide salt. As a reaction SMILES: [CH2:1]([NH:8][CH2:9][CH2:10][NH:11][CH2:12][C:13]1[CH:18]=[CH:17][CH:16]=[CH:15][CH:14]=1)[C:2]1[CH:7]=[CH:6][CH:5]=[CH:4][CH:3]=1.[N:19]#[C:20]Br>>[CH2:1]([N:8]1[CH2:9][CH2:10][N:11]([CH2:12][C:13]2[CH:18]=[CH:17][CH:16]=[CH:15][CH:14]=2)[C:20]1=[NH:19])[C:2]1[CH:3]=[CH:4][CH:5]=[CH:6][CH:7]=1. Procedure details: The title compound was prepared in one step from N,N′-dibenzylethylenediamine and cyanogen bromide as described in Procedure A. The precipitated solid was filtered off the reaction mixture, washed with acetonitrile and recrystallized from MeOH to give the title compound as a hydrogen bromide salt. 1NMR (DMSO-d6) δ 3.48 (s, 4H), 4.61 (s, 4H), 7.32-7.46 (m, 10H), 8.51 (s, 2H). MS (ES+) m/z 266 ([M+1]+, 100). Starting materials: CC(C)CC(=O)N1CCC(=O)CC1, CC(=O)O, NCc1ccccc1Oc1ccc(Cl)cc1. Yields the product CC(C)CC(=O)N1CCC(NCc2ccccc2Oc2ccc(Cl)cc2)CC1. RXN SMILES: [CH3:17][CH:18]([CH2:19][C:20](=[O:21])[N:22]1[CH2:23][CH2:24][C:25](=[O:28])[CH2:26][CH2:27]1)[CH3:29].[CH3:30][C:31](=[O:32])[OH:33].[Cl:1][c:2]1[cH:3][cH:4][c:5]([O:6][c:7]2[c:8]([CH2:9][NH2:10])[cH:11][cH:12][cH:13][cH:14]2)[cH:15][cH:16]1>>[Cl:1][c:2]1[cH:3][cH:4][c:5]([O:6][c:7]2[c:8]([CH2:9][NH:10][CH:25]3[CH2:24][CH2:23][N:22]([C:20]([CH2:19][CH:18]([CH3:17])[CH3:29])=[O:21])[CH2:27][CH2:26]3)[cH:11][cH:12][cH:13][cH:14]2)[cH:15][cH:16]1.